This data is from the Open Reaction Database (ORD), a public repository of structured organic reaction records. The task is: describe an organic reaction: reactants, conditions, products, and yield Starting materials: ice, O1C2=C(NC(C1)=O)N=CC=C2 (4H-pyrido[3,2-b][1,4]oxazin-3-one), [H-].[Al+3].[Li+].[H-].[H-].[H-] (lithium aluminum hydride), solution, [OH-].[Na+] (NaOH), O (H2O). The solvent is C1CCOC1 (THF), C1CCOC1 (THF). Run at temperature 0 celsius, time 18 hour. Yields the product O1C2=C(NCC1)N=CC=C2 (3,4-Dihydro-2H-pyrido[3,2-b][1,4]oxazine). The yield is 85.4%. As a reaction SMILES: [O:1]1[CH2:6][C:5](=O)[NH:4][C:3]2[N:8]=[CH:9][CH:10]=[CH:11][C:2]1=2.[H-].[Al+3].[Li+].[H-].[H-].[H-].[OH-].[Na+].O>C1COCC1>[O:1]1[CH2:6][CH2:5][NH:4][C:3]2[N:8]=[CH:9][CH:10]=[CH:11][C:2]1=2 |f:1.2.3.4.5.6,7.8|. Reported procedure: To an ice-cold solution of 4H-pyrido[3,2-b][1,4]oxazin-3-one (5.00 g, 33.3 mmol) in THF (40 mL) was added lithium aluminum hydride (66.6 mL of a 1.0 M solution in THF, 66.6 mmol). Following the addition, the solution was heated to reflux. After 18 h, the solution was cooled to 0° C. and quenched the reaction with H2O (4 mL) followed by NaOH (4 mL, 15%) and H2O (10 mL). The resulting slurry was filtered over Celite and the filtrate concentrated to give the title compound (3.87 g, 85%) as a blue-g... As a reaction SMILES: [C:1]([CH3:2])([CH3:3])([CH3:4])[O:5][C:6](=[O:7])[N:8]1[CH2:9][CH:10]2[CH2:11][c:12]3[cH:13][c:14]([CH2:24][OH:25])[c:15]([CH2:22][CH3:23])[n:16][c:17]3[N:18]2[CH:19]([CH3:21])[CH2:20]1.[CH2:28]([CH3:29])[Br:30].[H-:26].[Na+:27]>>[C:1]([CH3:2])([CH3:3])([CH3:4])[O:5][C:6](=[O:7])[N:8]1[CH2:9][CH:10]2[CH2:11][c:12]3[cH:13][c:14]([CH2:24][O:25][CH2:28][CH3:29])[c:15]([CH2:22][CH3:23])[n:16][c:17]3[N:18]2[CH:19]([CH3:21])[CH2:20]1. Yields the product CCOCc1cc2c(nc1CC)N1C(C)CN(C(=O)OC(C)(C)C)CC1C2. Starting materials: CCc1nc2c(cc1CO)CC1CN(C(=O)OC(C)(C)C)CC(C)N21, CCBr, [H-], [Na+]. Reactants: C(O)([O-])=O.[Na+] (sodium hydrogen carbonate), COC1=CC=C(C=C1)NC1=C(C=C(C=C1)C=1OC2=C(N1)C=CC=C2)[N+](=O)[O-] (2-(4-(4-methoxyphenylamino)-3-nitrophenyl)benzoxazole), [H][H] (hydrogen), C(C)(=O)Cl (acetyl chloride). Reagents/catalysts: [C].[Pd] (palladium-carbon). Solvent: O1CCCC1 (tetrahydrofuran). Reaction conditions: time 3 hour. Yields the product O1C(=NC2=C1C=CC=C2)C2=CC1=C(N(C(=N1)C)C1=CC=C(C=C1)OC)C=C2 (5-(benzoxazol-2-yl)-1-(4-methoxyphenyl)-2-methylbenzimidazole). The yield is 31.9%. Reaction SMILES: [CH3:1][O:2][C:3]1[CH:8]=[CH:7][C:6]([NH:9][C:10]2[CH:15]=[CH:14][C:13]([C:16]3[O:17][C:18]4[CH:24]=[CH:23][CH:22]=[CH:21][C:19]=4[N:20]=3)=[CH:12][C:11]=2[N+:25]([O-])=O)=[CH:5][CH:4]=1.[H][H].[C:30](Cl)(=O)[CH3:31].C(=O)([O-])O.[Na+]>[C].[Pd].O1CCCC1>[O:17]1[C:18]2[CH:24]=[CH:23][CH:22]=[CH:21][C:19]=2[N:20]=[C:16]1[C:13]1[CH:14]=[CH:15][C:10]2[N:9]([C:6]3[CH:7]=[CH:8][C:3]([O:2][CH3:1])=[CH:4][CH:5]=3)[C:30]([CH3:31])=[N:25][C:11]=2[CH:12]=1 |f:3.4,5.6|. Reported procedure: 2-(4-(4-methoxyphenylamino)-3-nitrophenyl)benzoxazole (Working Example 15-3) (150 mg, 0.415 mmol) was added to a tetrahydrofuran (5 mL) solution containing 10% palladium-carbon (50 mg), and a hydrogen atmosphere was substituted in the flask and this was stirred at room temperature for 3 hours. After the reaction was complete, this was filtered through Celite and the filtrate was concentrated. To a solution of the oil obtained in toluene (5 mL) was added acetyl chloride (70.8 mg, 0.902 mmol), and... Reactants: CO, ClC(Cl)Cl, NCC(=O)NCC1CCN(Cc2ccc(Cl)cc2)C1, ClCCl, O=C(Cl)c1cccc(C(F)(F)F)c1. The product is O=C(CNC(=O)c1cccc(C(F)(F)F)c1)NCC1CCN(Cc2ccc(Cl)cc2)C1. RXN SMILES: [CH3:33][OH:34].[CH:38]([Cl:39])([Cl:40])[Cl:41].[Cl:14][c:15]1[cH:16][cH:17][c:18]([CH2:19][N:20]2[CH2:21][CH:22]([CH2:25][NH:26][C:27]([CH2:28][NH2:29])=[O:30])[CH2:23][CH2:24]2)[cH:31][cH:32]1.[Cl:35][CH2:36][Cl:37].[F:1][C:2]([c:3]1[cH:4][c:5]([C:6](=[O:7])[Cl:8])[cH:9][cH:10][cH:11]1)([F:12])[F:13]>>[F:1][C:2]([c:3]1[cH:4][c:5]([C:6](=[O:7])[NH:29][CH2:28][C:27]([NH:26][CH2:25][CH:22]2[CH2:21][N:20]([CH2:19][c:18]3[cH:17][cH:16][c:15]([Cl:14])[cH:32][cH:31]3)[CH2:24][CH2:23]2)=[O:30])[cH:9][cH:10][cH:11]1)([F:12])[F:13]. The reactants are ClC(C(=O)C=1NC=CC1)(Cl)Cl (2-trichloracetyl pyrrole), BrBr (bromine). Solvent: O (H2O), C(Cl)(Cl)Cl (CHCl3). Conditions: temperature 0 celsius, time 10 minute. The product is BrC=1C=C(NC1)C(C(Cl)(Cl)Cl)=O (4-Bromo 2-trichloracetyl pyrrole). Yield: 55.0%. Reaction SMILES: [Cl:1][C:2]([Cl:11])([Cl:10])[C:3]([C:5]1[NH:6][CH:7]=[CH:8][CH:9]=1)=[O:4].[Br:12]Br>C(Cl)(Cl)Cl.O>[Br:12][C:8]1[CH:9]=[C:5]([C:3](=[O:4])[C:2]([Cl:1])([Cl:10])[Cl:11])[NH:6][CH:7]=1. Reported procedure: A solution of 2-trichloracetyl pyrrole (10.6 g, 50 mmoL) in CHCl3 (10 mL) was cooled to 0° C. and to this solution bromine (8.53 g, 53.5 mmoL) was added in a dropwise fashion. The reaction mixture was stirred for 10 minutes at 0° C. then 30 minutes at room temperature. The solution was diluted with H2O and extracted with CHCl3, washed with saturated NaHCO3 solution, dried over anhydrous Na2SO4 then concentrated in vacuo. The crude product was recrystallized from hexane and the product was obtain... Starting materials: CS(=O)(=O)O.O=P12OP3(=O)OP(=O)(O1)OP(=O)(O2)O3 (Eaton's Reagent), CC1=C(C(=CC=C1)C)O (2,6-dimethylphenol), CS(=O)C (dimethylsulfoxide), N#N (N2), [OH-].[NH4+] (ammonium hydroxide), FC(C(C(C(F)(F)F)(F)F)(F)F)(S(=O)(=O)[O-])F.[K+] (potassium perfluorobutanesulfonate). Solvent: O (water), O (water). Run at time 2 hour. Yields the product FC(C(C(C(F)(F)F)(F)F)(F)F)(S(=O)(=O)[O-])F.C[S+](C1=CC(=C(C(=C1)C)O)C)C (dimethyl (3,5-dimethyl)-4-hydroxyphenyl sulfonium perfluorobutane sulfonate). Reaction SMILES: CS(O)(=O)=O.O=P12OP3(OP(OP(O3)(O1)=O)(=O)O2)=O.[CH3:20][C:21]1[CH:26]=[CH:25][CH:24]=[C:23]([CH3:27])[C:22]=1[OH:28].[CH3:29][S:30]([CH3:32])=O.N#N.[OH-].[NH4+].[F:37][C:38]([F:53])([S:49]([O-:52])(=[O:51])=[O:50])[C:39]([F:48])([F:47])[C:40]([F:46])([F:45])[C:41]([F:44])([F:43])[F:42].[K+]>O>[F:53][C:38]([F:37])([S:49]([O-:52])(=[O:51])=[O:50])[C:39]([F:47])([F:48])[C:40]([F:46])([F:45])[C:41]([F:44])([F:43])[F:42].[CH3:29][S+:30]([CH3:32])[C:25]1[CH:24]=[C:23]([CH3:27])[C:22]([OH:28])=[C:21]([CH3:20])[CH:26]=1 |f:0.1,5.6,7.8,10.11|. Procedure: 8 ml of Eaton's Reagent (from Aldrich, 7.7 wt. % of P2O5 in methanesulfonic acid) through an addition funnel to a mixture of 2.44 g (0.02 mol) of 2,6-dimethylphenol and 1.56 g (0.02 mol) of dimethylsulfoxide in a 50-mL 3-necked round bottom flask equipped with a thermometer, N2 inlet and magnetic stirrer. The rate of the addition was adjusted so that the temperature of the mixture did not rise above 60° C. during addition. After the exotherm had subsided, the reaction mixture was stirred at room... Reactants: FC1=CC=C(C=C1)C(CCN(CCCCN)C)C1=NC=CC=C1 (N-[3-(4-fluorophenyl)-3-(2-pyridyl)propyl]-N-methyl-1,4-butanediamine), C(#N)NC(OC1=CC=CC=C1)=NCCSCC=1N=C(SC1)NC(=N)N (N-cyano-N'-[2-[[(2-guanidino-4-thiazolyl)methyl]thio]ethyl]-O-phenyl-isourea). The solvent is C(C)(=O)OCC.CO (ethyl acetate methanol). Yields the product C(#N)NC(=NCCSCC=1N=C(SC1)NC(=N)N)NCCCCN(C)CCC(C1=NC=CC=C1)C1=CC=C(C=C1)F (N-cyano-N'-[4-[N-[3-(4-fluorophenyl)-3-(2-pyridyl)propyl]-N-methylamino]butyl]-N"-[2[[(2-guanidino-4-thiazolyl)methyl]thio]ethyl]guanidine). RXN SMILES: [F:1][C:2]1[CH:7]=[CH:6][C:5]([CH:8]([C:18]2[CH:23]=[CH:22][CH:21]=[CH:20][N:19]=2)[CH2:9][CH2:10][N:11]([CH3:17])[CH2:12][CH2:13][CH2:14][CH2:15][NH2:16])=[CH:4][CH:3]=1.[C:24]([NH:26][C:27](=[N:35][CH2:36][CH2:37][S:38][CH2:39][C:40]1[N:41]=[C:42]([NH:45][C:46]([NH2:48])=[NH:47])[S:43][CH:44]=1)OC1C=CC=CC=1)#[N:25]>C(OCC)(=O)C.CO>[C:24]([NH:26][C:27]([NH:16][CH2:15][CH2:14][CH2:13][CH2:12][N:11]([CH2:10][CH2:9][CH:8]([C:5]1[CH:4]=[CH:3][C:2]([F:1])=[CH:7][CH:6]=1)[C:18]1[CH:23]=[CH:22][CH:21]=[CH:20][N:19]=1)[CH3:17])=[N:35][CH2:36][CH2:37][S:38][CH2:39][C:40]1[N:41]=[C:42]([NH:45][C:46]([NH2:48])=[NH:47])[S:43][CH:44]=1)#[N:25] |f:2.3|. Procedure: Preparation is effected analogously to Example 1, using 0.8 g (2.5 mmol) of N-[3-(4-fluorophenyl)-3-(2-pyridyl)propyl]-N-methyl-1,4-butanediamine and 0.95 g (2.5 mmol) of N-cyano-N'-[2-[[(2-guanidino-4-thiazolyl)methyl]thio]ethyl]-O-phenyl-isourea as starting materials. Working up by chromatography (eluant: methylene chloride/methanol 95+5) analogously to Example 1 yields the purified title compound in the form of a viscous oil; MS (+FAB method): m/z (rel. int.[%])=597 ([M+H]+ 1), 214 (100); IR ...